This data is from the Open Reaction Database (ORD), a public repository of structured organic reaction records. The task is: describe an organic reaction: reactants, conditions, products, and yield Starting materials: COc1ccc(CSC2CNC(C(N)=O)C2)cc1, O=C([O-])O, CN(C)C=O, OCCI, [Na+]. Product: COc1ccc(CSC2CC(C(N)=O)N(CCO)C2)cc1. As a reaction SMILES: [C:10]([NH2:11])(=[O:12])[CH:13]1[NH:14][CH2:15][CH:16]([S:18][CH2:19][c:20]2[cH:21][cH:22][c:23]([O:26][CH3:27])[cH:24][cH:25]2)[CH2:17]1.[C:5](=[O:6])([OH:7])[O-:8].[CH3:28][N:29]([CH3:30])[CH:31]=[O:32].[I:1][CH2:2][CH2:3][OH:4].[Na+:9]>>[CH2:2]([CH2:3][OH:4])[N:14]1[CH:13]([C:10]([NH2:11])=[O:12])[CH2:17][CH:16]([S:18][CH2:19][c:20]2[cH:21][cH:22][c:23]([O:26][CH3:27])[cH:24][cH:25]2)[CH2:15]1. The reactants are [C+4], CN1CC(N2CCC(N(C)C(=O)Nc3cc(Oc4ccc([N+](=O)[O-])cc4F)ncn3)CC2)C1, C1CCOC1, [OH-], [OH-], [OH-], [OH-], [OH-], [OH-], [Pd+2]. The product is CN1CC(N2CCC(N(C)C(=O)Nc3cc(Oc4ccc(N)cc4F)ncn3)CC2)C1. RXN SMILES: [C+4:39].[F:1][c:2]1[c:3]([O:4][c:5]2[cH:6][c:7]([NH:11][C:12]([N:13]([CH:14]3[CH2:15][CH2:16][N:17]([CH:20]4[CH2:21][N:22]([CH3:24])[CH2:23]4)[CH2:18][CH2:19]3)[CH3:25])=[O:26])[n:8][cH:9][n:10]2)[cH:27][cH:28][c:29]([N+:31]([O-:32])=[O:33])[cH:30]1.[O:34]1[CH2:35][CH2:36][CH2:37][CH2:38]1.[OH-:40].[OH-:42].[OH-:43].[OH-:44].[OH-:45].[OH-:46].[Pd+2:41]>>[F:1][c:2]1[c:3]([O:4][c:5]2[cH:6][c:7]([NH:11][C:12]([N:13]([CH:14]3[CH2:15][CH2:16][N:17]([CH:20]4[CH2:21][N:22]([CH3:24])[CH2:23]4)[CH2:18][CH2:19]3)[CH3:25])=[O:26])[n:8][cH:9][n:10]2)[cH:27][cH:28][c:29]([NH2:31])[cH:30]1.